This data is from the Open Reaction Database (ORD), a public repository of structured organic reaction records. The task is: describe an organic reaction: reactants, conditions, products, and yield Product: CCOC(=O)c1cn(Cc2ccccc2)nc1NC(=O)Nc1ccccc1. As a reaction SMILES: [CH2:47]1[O:48][CH2:49][CH2:50][CH2:51]1.[CH:31]([N:32]([CH:33]([CH3:34])[CH3:35])[CH2:36][CH3:37])([CH3:38])[CH3:39].[Cl:1][C:2]([Cl:3])([O:4][C:5]([O:6][C:7]([Cl:8])([Cl:9])[Cl:10])=[O:11])[Cl:12].[NH2:13][c:14]1[n:15][n:16]([CH2:24][c:25]2[cH:26][cH:27][cH:28][cH:29][cH:30]2)[cH:17][c:18]1[C:19](=[O:20])[O:21][CH2:22][CH3:23].[NH2:40][c:41]1[cH:42][cH:43][cH:44][cH:45][cH:46]1.[OH2:52]>>[C:5](=[O:11])([NH:13][c:14]1[n:15][n:16]([CH2:24][c:25]2[cH:26][cH:27][cH:28][cH:29][cH:30]2)[cH:17][c:18]1[C:19](=[O:20])[O:21][CH2:22][CH3:23])[NH:40][c:41]1[cH:42][cH:43][cH:44][cH:45][cH:46]1. Reactants: C1CCOC1, CCN(C(C)C)C(C)C, O=C(OC(Cl)(Cl)Cl)OC(Cl)(Cl)Cl, CCOC(=O)c1cn(Cc2ccccc2)nc1N, Nc1ccccc1, O. Reactants: O=C1CCc2ccc(Br)cc21, ClCCl, CN(C)C=O, N#C[Cu]C#N, O. The product is N#Cc1ccc2c(c1)C(=O)CC2. Reaction SMILES: [Br:1][c:2]1[cH:3][cH:4][c:5]2[c:9]([cH:10]1)[C:8](=[O:11])[CH2:7][CH2:6]2.[CH2:23]([Cl:24])[Cl:25].[CH3:12][N:13]([CH3:14])[CH:15]=[O:16].[Cu:17]([C:18]#[N:19])[C:20]#[N:21].[OH2:22]>>[c:2]1([C:12]#[N:13])[cH:3][cH:4][c:5]2[c:9]([cH:10]1)[C:8](=[O:11])[CH2:7][CH2:6]2. Reactants: O=c1[nH]nc(CC2CCNC2)n1-c1ccc(Br)cc1F, CCC(=O)Cl, CCN(C(C)C)C(C)C, ClCCl, Cl. Product: CCC(=O)N1CCC(Cc2n[nH]c(=O)n2-c2ccc(Br)cc2F)C1. Reaction SMILES: [Br:2][c:3]1[cH:4][c:5]([F:21])[c:6](-[n:9]2[c:10](=[O:20])[nH:11][n:12][c:13]2[CH2:14][CH:15]2[CH2:16][NH:17][CH2:18][CH2:19]2)[cH:7][cH:8]1.[C:31]([CH2:32][CH3:33])(=[O:34])[Cl:35].[CH:22]([N:23]([CH2:24][CH3:25])[CH:26]([CH3:27])[CH3:28])([CH3:29])[CH3:30].[Cl:36][CH2:37][Cl:38].[ClH:1]>>[Br:2][c:3]1[cH:4][c:5]([F:21])[c:6](-[n:9]2[c:10](=[O:20])[nH:11][n:12][c:13]2[CH2:14][CH:15]2[CH2:16][N:17]([C:31]([CH2:32][CH3:33])=[O:34])[CH2:18][CH2:19]2)[cH:7][cH:8]1. The product is CC(C)(C)OC(=O)c1ccc(-c2ccccc2)cc1NC(=O)c1ccc(N2CCCCC2)cc1O. RXN SMILES: [C:51].[CH2:1]([c:2]1[cH:3][cH:4][cH:5][cH:6][cH:7]1)[O:8][c:9]1[c:10]([C:11](=[O:12])[NH:13][c:14]2[c:15]([C:16](=[O:17])[O:18][C:19]([CH3:20])([CH3:21])[CH3:22])[cH:23][cH:24][c:25](-[c:27]3[cH:28][cH:29][cH:30][cH:31][cH:32]3)[cH:26]2)[cH:33][cH:34][c:35]([N:37]2[CH2:38][CH2:39][CH2:40][CH2:41][CH2:42]2)[cH:36]1.[CH3:43][OH:44].[CH3:45][CH2:46][O:47][C:48](=[O:49])[CH3:50].[Pd:52]>>[OH:8][c:9]1[c:10]([C:11](=[O:12])[NH:13][c:14]2[c:15]([C:16](=[O:17])[O:18][C:19]([CH3:20])([CH3:21])[CH3:22])[cH:23][cH:24][c:25](-[c:27]3[cH:28][cH:29][cH:30][cH:31][cH:32]3)[cH:26]2)[cH:33][cH:34][c:35]([N:37]2[CH2:38][CH2:39][CH2:40][CH2:41][CH2:42]2)[cH:36]1. Reactants: C, CC(C)(C)OC(=O)c1ccc(-c2ccccc2)cc1NC(=O)c1ccc(N2CCCCC2)cc1OCc1ccccc1, CO, CCOC(C)=O, [Pd]. Reaction SMILES: [Br:1][c:2]1[c:3]([C:4](=[O:5])[Cl:6])[cH:7][cH:8][cH:9][cH:10]1.[CH3:11][N:12]1[CH2:13][CH2:14][NH:15][CH2:16][CH2:17]1.[CH3:18][c:19]1[cH:20][cH:21][cH:22][cH:23][cH:24]1>>[Br:1][c:2]1[c:3]([C:4](=[O:5])[N:15]2[CH2:14][CH2:13][N:12]([CH3:11])[CH2:17][CH2:16]2)[cH:7][cH:8][cH:9][cH:10]1. Yields the product CN1CCN(C(=O)c2ccccc2Br)CC1. Reactants: O=C(Cl)c1ccccc1Br, CN1CCNCC1, Cc1ccccc1. RXN SMILES: [C:1]([C:3]([C:6]1[CH:7]=[CH:8][C:9]([O:14][CH:15]([CH3:17])[CH3:16])=[C:10]([CH:13]=1)[CH:11]=O)([CH3:5])[CH3:4])#[N:2].[NH2:18][C@H:19]1[CH2:24][CH2:23][CH2:22][N:21]([C:25]([O:27][C:28]([CH3:31])([CH3:30])[CH3:29])=[O:26])[C@H:20]1[C:32]1[CH:37]=[CH:36][CH:35]=[CH:34][CH:33]=1.C(OC(N1CCC[C@H](NCC2C=C(C(C#N)C)C=CC=2OC)[C@@H]1C1C=CC=CC=1)=O)(C)(C)C>>[C:28]([O:27][C:25]([N:21]1[CH2:22][CH2:23][CH2:24][C@H:19]([NH:18][CH2:11][C:10]2[CH:13]=[C:6]([C:3]([C:1]#[N:2])([CH3:5])[CH3:4])[CH:7]=[CH:8][C:9]=2[O:14][CH:15]([CH3:17])[CH3:16])[C@@H:20]1[C:32]1[CH:37]=[CH:36][CH:35]=[CH:34][CH:33]=1)=[O:26])([CH3:31])([CH3:29])[CH3:30]. Procedure: This compound was prepared from Compound 41 and Compound 17 in the same manner of Compound 18. The reactants are C(#N)C(C)(C)C=1C=CC(=C(C=O)C1)OC(C)C (5-(1-Cyano-1-methylethyl)-2-isopropoxybenzaldehyde), N[C@@H]1[C@@H](N(CCC1)C(=O)OC(C)(C)C)C1=CC=CC=C1 ((2S,3S)-3-Amino-1-tert-butoxycarbonyl-2-phenylpiperidine), C(C)(C)(C)OC(=O)N1[C@H]([C@H](CCC1)NCC1=C(C=CC(=C1)C(C)C#N)OC)C1=CC=CC=C1 ((2S,3S)-1-tert-Butoxycarbonyl-3-(5-(1-cyanoethyl)-2-methoxybenzyl)amino-2-phenylpiperidine). The product is C(C)(C)(C)OC(=O)N1[C@H]([C@H](CCC1)NCC1=C(C=CC(=C1)C(C)(C)C#N)OC(C)C)C1=CC=CC=C1 ((2S,3S)-1-tert-Butoxycarbonyl-3-(5-(1-cyano-1-methylethyl)-2-isopropoxybenzyl)amino-2-phenylpiperidine). The reactants are CC1=NC(=CC=C1CO)C1=CC(=CC=C1)C(F)(F)F ([2-methyl-6-(3-trifluoromethyl-phenyl)-pyridin-3-yl]-methanol), C(CCC)P(CCCC)CCCC (tributylphosphine), CN(C(=O)N=NC(=O)N(C)C)C (N,N,N′,N′-tetramethyl azodicarboxamide), C(C)OC(CN1C=CC2=CC=C(C=C12)O)=O ((6-hydroxy-indol-1-yl)-acetic acid ethyl ester). Product: C(C)OC(CN1C=CC2=CC=C(C=C12)OCC=1C(=NC(=CC1)C1=CC(=CC=C1)C(F)(F)F)C)=O ({6-[2-Methyl-6-(3-trifluoromethyl-phenyl)-pyridin-3-ylmethoxy]-indol-1-yl}-acetic acid ethyl ester). Reaction SMILES: [CH2:1]([O:3][C:4](=[O:16])[CH2:5][N:6]1[C:14]2[C:9](=[CH:10][CH:11]=[C:12]([OH:15])[CH:13]=2)[CH:8]=[CH:7]1)[CH3:2].[CH3:17][C:18]1[C:23]([CH2:24]O)=[CH:22][CH:21]=[C:20]([C:26]2[CH:31]=[CH:30][CH:29]=[C:28]([C:32]([F:35])([F:34])[F:33])[CH:27]=2)[N:19]=1.C(P(CCCC)CCCC)CCC.CN(C)C(N=NC(N(C)C)=O)=O>>[CH2:1]([O:3][C:4](=[O:16])[CH2:5][N:6]1[C:14]2[C:9](=[CH:10][CH:11]=[C:12]([O:15][CH2:24][C:23]3[C:18]([CH3:17])=[N:19][C:20]([C:26]4[CH:31]=[CH:30][CH:29]=[C:28]([C:32]([F:35])([F:33])[F:34])[CH:27]=4)=[CH:21][CH:22]=3)[CH:13]=2)[CH:8]=[CH:7]1)[CH3:2]. Procedure details: In analogy to the procedure described in example5 f], (6-hydroxy-indol-1-yl)-acetic acid ethyl ester (example 6 b]) was reacted with [2-methyl-6-(3-trifluoromethyl-phenyl)-pyridin-3-yl]-methanol in the presence of tributylphosphine and N,N,N′,N′-tetramethyl azodicarboxamide to yield the title compound as colorless crystals.